From a dataset of the Open Reaction Database (ORD), a public repository of structured organic reaction records. describe an organic reaction: reactants, conditions, products, and yield The reactants are O (water), COC(C(C(C)(C)Br)Br)=O (α,β-dibromo-isovaleric acid methyl ester), COC(CC#N)=O (cyanoacetic acid methyl ester), C[O-].[Na+] (sodium methylate). The solvent is CCOCC (ether), CO (methanol). Run at temperature 64 celsius. Yields the product COC(=O)C1(C(C1(C)C)C(=O)OC)C#N (3,3-dimethyl-1-cyano-cyclopropane-1,2-dicarboxylic acid dimethyl ester). The yield is 56.8%. Reaction SMILES: [CH3:1][O:2][C:3](=[O:10])[CH:4](Br)[C:5](Br)([CH3:7])[CH3:6].[CH3:11][O:12][C:13](=[O:17])[CH2:14][C:15]#[N:16].C[O-].[Na+].O>CO.CCOCC>[CH3:11][O:12][C:13]([C:14]1([C:15]#[N:16])[C:5]([CH3:7])([CH3:6])[CH:4]1[C:3]([O:2][CH3:1])=[O:10])=[O:17] |f:2.3|. Procedure details: 27.2 g (0.1 mol) of α,β-dibromo-isovaleric acid methyl ester were added dropwise to a solution of 19.9 g (0.2 mol) of cyanoacetic acid methyl ester and 10.8 g (0.2 mol) of sodium methylate in 50 ml of methanol at 20° C. The mixture was then heated to 64° C. for 5 hours. The solvent was then stripped off in vacuo. 100 ml of water and 100 ml of ether were added to the residue. The ether phase was separated off, dried over sodium sulphate and evaporated. The residue was fractionated twice. 12 g (57...